Dataset: the Open Reaction Database (ORD), a public repository of structured organic reaction records. Task: describe an organic reaction: reactants, conditions, products, and yield The reactants are [Si](C1=CC=CC=C1)(C1=CC=CC=C1)(C(C)(C)C)OC[C@@H]1[C@H]([C@H]([C@@H](O1)N1C=NC=2C(N)=NC=NC12)OCCOC)O (5′-O-t-Butyldiphenylsilyl-2′-O-(methoxyethyl)adenosine), CCCC[N+](CCCC)(CCCC)CCCC.[F-] (TBAF), C(C1=CC=CC=C1)(=O)Cl (benzoyl chloride). The product is C(C1=CC=CC=C1)(=O)NC=1C=2N=CN([C@H]3[C@H](OCCOC)[C@H](O)[C@@H](CO)O3)C2N=CN1 (N6-Benzoyl-2′-O-(methoxyethyl)-adenosine). Reaction SMILES: [Si]([O:18][CH2:19][C@H:20]1[O:24][C@@H:23]([N:25]2[C:34]3[N:33]=[CH:32][N:31]=[C:29]([NH2:30])[C:28]=3[N:27]=[CH:26]2)[C@H:22]([O:35][CH2:36][CH2:37][O:38][CH3:39])[C@@H:21]1[OH:40])(C(C)(C)C)(C1C=CC=CC=1)C1C=CC=CC=1.CCCC[N+](CCCC)(CCCC)CCCC.[F-].[C:59](Cl)(=[O:66])[C:60]1[CH:65]=[CH:64][CH:63]=[CH:62][CH:61]=1>>[C:59]([NH:30][C:29]1[C:28]2[N:27]=[CH:26][N:25]([C:34]=2[N:33]=[CH:32][N:31]=1)[C@@H:23]1[O:24][C@H:20]([CH2:19][OH:18])[C@@H:21]([OH:40])[C@H:22]1[O:35][CH2:36][CH2:37][O:38][CH3:39])(=[O:66])[C:60]1[CH:65]=[CH:64][CH:63]=[CH:62][CH:61]=1 |f:1.2|. Reported procedure: 5′-O-t-Butyldiphenylsilyl-2′-O-(methoxyethyl)adenosine is treated with TBAF as per the procedure of Example 8 and subsequently treated with benzoyl chloride as per the procedure of Example 4 to give the title compound. Reactants: CN(Cc1cc(Br)n(S(=O)(=O)c2cccc(Cl)c2)c1)C(=O)OC(C)(C)C, [Na+], [Na+], O=C([O-])[O-], c1ccc(P(c2ccccc2)(c2ccccc2)[Pd](P(c2ccccc2)(c2ccccc2)c2ccccc2)(P(c2ccccc2)(c2ccccc2)c2ccccc2)P(c2ccccc2)(c2ccccc2)c2ccccc2)cc1, OB(O)c1ccsc1. The product is CN(Cc1cc(-c2ccsc2)n(S(=O)(=O)c2cccc(Cl)c2)c1)C(=O)OC(C)(C)C. As a reaction SMILES: [Br:1][c:2]1[cH:3][c:4]([CH2:17][N:18]([C:19]([O:20][C:21]([CH3:22])([CH3:23])[CH3:24])=[O:25])[CH3:26])[cH:5][n:6]1[S:7](=[O:8])(=[O:9])[c:10]1[cH:11][c:12]([Cl:16])[cH:13][cH:14][cH:15]1.[Na+:35].[Na+:36].[O-:37][C:38](=[O:39])[O-:40].[cH:41]1[cH:42][cH:43][c:44]([P:45]([Pd:46]([P:47]([c:48]2[cH:49][cH:50][cH:51][cH:52][cH:53]2)([c:54]2[cH:55][cH:56][cH:57][cH:58][cH:59]2)[c:60]2[cH:61][cH:62][cH:63][cH:64][cH:65]2)([P:66]([c:67]2[cH:68][cH:69][cH:70][cH:71][cH:72]2)([c:73]2[cH:74][cH:75][cH:76][cH:77][cH:78]2)[c:79]2[cH:80][cH:81][cH:82][cH:83][cH:84]2)[P:85]([c:86]2[cH:87][cH:88][cH:89][cH:90][cH:91]2)([c:92]2[cH:93][cH:94][cH:95][cH:96][cH:97]2)[c:98]2[cH:99][cH:100][cH:101][cH:102][cH:103]2)([c:104]2[cH:105][cH:106][cH:107][cH:108][cH:109]2)[c:110]2[cH:111][cH:112][cH:113][cH:114][cH:115]2)[cH:116][cH:117]1.[s:27]1[cH:28][c:29]([B:32]([OH:33])[OH:34])[cH:30][cH:31]1>>[c:2]1(-[c:29]2[cH:28][s:27][cH:31][cH:30]2)[cH:3][c:4]([CH2:17][N:18]([C:19]([O:20][C:21]([CH3:22])([CH3:23])[CH3:24])=[O:25])[CH3:26])[cH:5][n:6]1[S:7](=[O:8])(=[O:9])[c:10]1[cH:11][c:12]([Cl:16])[cH:13][cH:14][cH:15]1. Starting materials: ClC1=C(OCCCC(=O)N2CCCC3=C(C=CC=C23)C=2C=NN(C2)CC(=O)OCC)C=C(C(=C1)Cl)Cl (ethyl 2-(4-(1-(4-(2,4,5-trichlorophenoxy)butanoyl)-1,2,3,4-tetrahydroquinolin-5-yl)-1H-pyrazol-1-yl)acetate), ClC1=C(C=C(C(=C1)Cl)Cl)O (2,4,5-trichlorophenol), C1(=CC=CC=C1O)C (o-cresol), OCCCC(=O)N1CCCC2=C(C=CC=C12)C=1C=NN(C1)CC(=O)OCC (ethyl 2-(4-(1-(4-hydroxybutanoyl)-1,2,3,4-tetrahydroquinolin-5-yl)-1H-pyrazol-1-yl)acetate), OCCCC(=O)N1CCCC2=C(C=CC=C12)C=1C=C(COC(=O)NCCC(=O)OC(C)(C)C)C=CC1 (tert-butyl 3-((3-(1-(4-hydroxybutanoyl)-1,2,3,4-tetrahydroquinolin-5-yl)benzyloxy)carbonylamino)propanoate). Product: C1(=C(C=CC=C1)OCCCC(=O)N1CCCC2=C(C=CC=C12)C=1C=C(COC(=O)NCCC(=O)OC(C)(C)C)C=CC1)C (tert-Butyl 3-((3-(1-(4-(o-tolyloxy)butanoyl)-1,2,3,4-tetrahydroquinolin-5-yl)benzyloxy)carbonylamino)propanoate). As a reaction SMILES: ClC1C=C(Cl)C(Cl)=CC=1OCCCC(N1[C:19]2[C:14](=[C:15](C3C=NN(CC(OCC)=O)C=3)[CH:16]=[CH:17][CH:18]=2)[CH2:13]CC1)=O.OCCCC(N1C2C(=C(C3C=NN(CC(OCC)=O)C=3)C=CC=2)CCC1)=O.[OH:64][CH2:65][CH2:66][CH2:67][C:68]([N:70]1[C:79]2[C:74](=[C:75]([C:80]3[CH:81]=[C:82]([CH:97]=[CH:98][CH:99]=3)[CH2:83][O:84][C:85]([NH:87][CH2:88][CH2:89][C:90]([O:92][C:93]([CH3:96])([CH3:95])[CH3:94])=[O:91])=[O:86])[CH:76]=[CH:77][CH:78]=2)[CH2:73][CH2:72][CH2:71]1)=[O:69].ClC1C=C(Cl)C(Cl)=CC=1O.C1(C)C(O)=CC=CC=1>>[C:14]1([CH3:13])[CH:19]=[CH:18][CH:17]=[CH:16][C:15]=1[O:64][CH2:65][CH2:66][CH2:67][C:68]([N:70]1[C:79]2[C:74](=[C:75]([C:80]3[CH:81]=[C:82]([CH:97]=[CH:98][CH:99]=3)[CH2:83][O:84][C:85]([NH:87][CH2:88][CH2:89][C:90]([O:92][C:93]([CH3:96])([CH3:94])[CH3:95])=[O:91])=[O:86])[CH:76]=[CH:77][CH:78]=2)[CH2:73][CH2:72][CH2:71]1)=[O:69]. Procedure details: The title compound was prepared using a procedure analogous to ethyl 2-(4-(1-(4-(2,4,5-trichlorophenoxy)butanoyl)-1,2,3,4-tetrahydroquinolin-5-yl)-1H-pyrazol-1-yl)acetate except that ethyl 2-(4-(1-(4-hydroxybutanoyl)-1,2,3,4-tetrahydroquinolin-5-yl)-1H-pyrazol-1-yl)acetate was replaced with tert-butyl 3-((3-(1-(4-hydroxybutanoyl)-1,2,3,4-tetrahydroquinolin-5-yl)benzyloxy)carbonylamino)propanoate and 2,4,5-trichlorophenol was replaced with o-cresol. LCMS, [M+H]+=587.3. Reactants: C(C1=CC=CC=C1)OC(CN1C(N2C(C1)CCC2=O)=O)=O (tetrahydro-3,5-dioxo-1H-pyrrolo[1,2-c]imidazole-2(3H)-acetic acid benzyl ester). Reagents/catalysts: [Pd] (Pd/C). The solvent is O1CCCC1 (tetrahydrofuran). Yields the product O=C1N(CC2N1C(CC2)=O)CC(=O)O (tetrahydro-3,5-dioxo-1H-pyrrolo[1,2-c]-imidazole-2(3H)-acetic acid). Reaction SMILES: C([O:8][C:9](=[O:21])[CH2:10][N:11]1[CH2:15][CH:14]2[CH2:16][CH2:17][C:18](=[O:19])[N:13]2[C:12]1=[O:20])C1C=CC=CC=1>O1CCCC1.[Pd]>[O:20]=[C:12]1[N:13]2[C:18](=[O:19])[CH2:17][CH2:16][CH:14]2[CH2:15][N:11]1[CH2:10][C:9]([OH:21])=[O:8]. Procedure: A solution of tetrahydro-3,5-dioxo-1H-pyrrolo[1,2-c]imidazole-2(3H)-acetic acid benzyl ester (2.9 g, 0.01 mol) in tetrahydrofuran, 250 ml, is treated with H2 gas in the presence of a Pd/C catalyst. After H2 uptake is complete, the solution is filtered through filter aid and concentrated in vacuo to yield tetrahydro-3,5-dioxo-1H-pyrrolo[1,2-c]-imidazole-2(3H)-acetic acid.